Dataset: the Open Reaction Database (ORD), a public repository of structured organic reaction records. Task: describe an organic reaction: reactants, conditions, products, and yield Starting materials: COc1ccc(Br)cc1, CCOC(C)=O, I[Cu]I, [H-], [Na+], O=C1Nc2ccccc2C1=O, CN(C)C=O. Product: COc1ccc(N2C(=O)C(=O)c3ccccc32)cc1. RXN SMILES: [Br:14][c:15]1[cH:16][cH:17][c:18]([O:21][CH3:22])[cH:19][cH:20]1.[CH3:28][CH2:29][O:30][C:31](=[O:32])[CH3:33].[Cu:34]([I:35])[I:36].[H-:12].[Na+:13].[O:1]=[C:2]1[NH:3][c:4]2[cH:5][cH:6][cH:7][cH:8][c:9]2[C:10]1=[O:11].[O:23]=[CH:24][N:25]([CH3:26])[CH3:27]>>[O:1]=[C:2]1[N:3]([c:15]2[cH:16][cH:17][c:18]([O:21][CH3:22])[cH:19][cH:20]2)[c:4]2[cH:5][cH:6][cH:7][cH:8][c:9]2[C:10]1=[O:11]. The reactants are BrC=1C=CC(=NC1)C=O (5-bromopicolinaldehyde), CNC(=O)C1=CC=C(C=C1)B(O)O ((4-(methylcarbamoyl)phenyl)boronic acid), C(=O)([O-])[O-].[Na+].[Na+] (Na2CO3), CCOC(=O)C.CCCCCC (EtOAc hexane). Reagents/catalysts: C=1C=CC(=CC1)[P](C=2C=CC=CC2)(C=3C=CC=CC3)[Pd]([P](C=4C=CC=CC4)(C=5C=CC=CC5)C=6C=CC=CC6)([P](C=7C=CC=CC7)(C=8C=CC=CC8)C=9C=CC=CC9)[P](C=1C=CC=CC1)(C=1C=CC=CC1)C=1C=CC=CC1 (Pd(PPh3)4). Run in C1(=CC=CC=C1)C (toluene), CCO (EtOH). Reaction conditions: temperature 100 celsius, time 1 hour. Yields the product C(=O)C1=CC=C(C=N1)C1=CC=C(C(=O)NC)C=C1 (4-(6-formylpyridin-3-yl)-N-methylbenzamide). Isolated yield 68.3%. Reaction SMILES: Br[C:2]1[CH:3]=[CH:4][C:5]([CH:8]=[O:9])=[N:6][CH:7]=1.[CH3:10][NH:11][C:12]([C:14]1[CH:19]=[CH:18][C:17](B(O)O)=[CH:16][CH:15]=1)=[O:13].C([O-])([O-])=O.[Na+].[Na+].CCOC(C)=O.CCCCCC>C1(C)C=CC=CC=1.CCO.C1C=CC([P]([Pd]([P](C2C=CC=CC=2)(C2C=CC=CC=2)C2C=CC=CC=2)([P](C2C=CC=CC=2)(C2C=CC=CC=2)C2C=CC=CC=2)[P](C2C=CC=CC=2)(C2C=CC=CC=2)C2C=CC=CC=2)(C2C=CC=CC=2)C2C=CC=CC=2)=CC=1>[CH:8]([C:5]1[N:6]=[CH:7][C:2]([C:17]2[CH:18]=[CH:19][C:14]([C:12]([NH:11][CH3:10])=[O:13])=[CH:15][CH:16]=2)=[CH:3][CH:4]=1)=[O:9] |f:2.3.4,5.6,^1:54,56,75,94|. Procedure details: To a solution of 5-bromopicolinaldehyde (0.25 g, 1.34 mmol) in toluene (6 mL) and EtOH (5 mL) was added (4-(methylcarbamoyl)phenyl)boronic acid (0.36 g, 2.0 mmol), 2M Na2CO3 (2.5 mL, 4.03 mmol) and Pd(PPh3)4 (0.24 g, 0.2 mmol) under argon. The mixture was degassed, heated to 100° C., and stirred for 1 h. After completion of the reaction by monitoring with TLC (80% EtOAc\hexane), the resulting mixture was filtered using Celite® reagent. The filtrate was separated, concentrated, extracted with EtO... Solvent: C1CCOC1 (THF). Reported procedure: To a solution of ethyl {5-[2-(4-hydroxypiperidin-1-yl)pyrimidin-5-yl]-2H-tetrazol-2-yl}acetate (44 mg, 0.132 mmol), 5-bromo-2-chlorophenol (32.9 mg, 0.158 mmol) and triphenylphosphine (45 mg, 0.172 mmol) in THF (660 μL) was added diethyl azodicarboxylate (27.2 μL, 0.172 mmol). The mixture was heated at 50° C. for 4 h. The solvent was evaporated and the crude product was purified by Combiflash chromatography (SiO2-12 g, gradient elution of 10-50% EtOAc/hexanes over 30 min) to afford the title pro... Run at temperature 50 celsius. Reaction SMILES: [OH:1][CH:2]1[CH2:7][CH2:6][N:5]([C:8]2[N:13]=[CH:12][C:11]([C:14]3[N:15]=[N:16][N:17]([CH2:19][C:20]([O:22][CH2:23][CH3:24])=[O:21])[N:18]=3)=[CH:10][N:9]=2)[CH2:4][CH2:3]1.[Br:25][C:26]1[CH:27]=[CH:28][C:29]([Cl:33])=[C:30](O)[CH:31]=1.C1(P(C2C=CC=CC=2)C2C=CC=CC=2)C=CC=CC=1.N(C(OCC)=O)=NC(OCC)=O>C1COCC1>[Br:25][C:26]1[CH:31]=[CH:30][C:29]([Cl:33])=[C:28]([CH:27]=1)[O:1][CH:2]1[CH2:3][CH2:4][N:5]([C:8]2[N:9]=[CH:10][C:11]([C:14]3[N:15]=[N:16][N:17]([CH2:19][C:20]([O:22][CH2:23][CH3:24])=[O:21])[N:18]=3)=[CH:12][N:13]=2)[CH2:6][CH2:7]1. Product: BrC=1C=CC(=C(OC2CCN(CC2)C2=NC=C(C=N2)C=2N=NN(N2)CC(=O)OCC)C1)Cl (Ethyl (5-{2-[4-(5-bromo-2-chlorophenoxy)piperidin-1-yl]pyrimidin-5-yl}-2H-tetrazol-2-yl)acetate). Reactants: OC1CCN(CC1)C1=NC=C(C=N1)C=1N=NN(N1)CC(=O)OCC (ethyl {5-[2-(4-hydroxypiperidin-1-yl)pyrimidin-5-yl]-2H-tetrazol-2-yl}acetate), BrC=1C=CC(=C(C1)O)Cl (5-bromo-2-chlorophenol), C1(=CC=CC=C1)P(C1=CC=CC=C1)C1=CC=CC=C1 (triphenylphosphine), N(=NC(=O)OCC)C(=O)OCC (diethyl azodicarboxylate).